Dataset: the Open Reaction Database (ORD), a public repository of structured organic reaction records. Task: describe an organic reaction: reactants, conditions, products, and yield Starting materials: ClC=1C(=C(C=CC1C#N)N1C(N2C(C1)[C@H](CC2)CS(=O)(=O)[O-])=O)C ((7S)-2-(3-Chloro-4-cyano-2-methylphenyl)-3-oxohexahydro-1H-pyrrolo[1,2-c]imidazol-7-ylmethanesulfonate), [N-]=[N+]=[N-].[Na+] (sodium azide). The solvent is CN(C)C=O (DMF). Conditions: temperature 75 celsius, time 3 hour. Product: ClC1=C(C#N)C=CC(=C1C)N1C(N2[C@H](C1)[C@@H](CC2)N=[N+]=[N-])=O (2-Chloro-4-[(7R,7aR)-7-azido-3-oxotetrahydro-1H-pyrrolo[1,2-c]imidazol-2(3H)-yl]-3-methylbenzonitrile). Yield: 90.8%. As a reaction SMILES: [Cl:1][C:2]1[C:3]([CH3:24])=[C:4]([N:10]2[CH2:14][CH:13]3[C@@H:15](CS([O-])(=O)=O)[CH2:16][CH2:17][N:12]3[C:11]2=[O:23])[CH:5]=[CH:6][C:7]=1[C:8]#[N:9].[N-:25]=[N+:26]=[N-:27].[Na+]>CN(C=O)C>[Cl:1][C:2]1[C:3]([CH3:24])=[C:4]([N:10]2[CH2:14][C@@H:13]3[C@H:15]([N:25]=[N+:26]=[N-:27])[CH2:16][CH2:17][N:12]3[C:11]2=[O:23])[CH:5]=[CH:6][C:7]=1[C:8]#[N:9] |f:1.2|. Procedure details: A solution of compound 90A (400 mg, 1.18 mmol) and sodium azide (309 mg, 4.75 mmol) in anhydrous DMF (3.2 mL) was placed in a pre-heated bath (75° C.) and stirred at 75° C. for 3 h. The solution was cooled, quenched with H2O (6.0 mL) and extracted with EtOAc (2×80 mL). The organic phase was washed with H2O (6.0 mL), brine (6.0 mL), dried (Na2SO4), filtered and concentrated under reduced pressure. The syrup was chromatographed (silica gel; CH2Cl2/CH3OH gradient) to yield the title compound (339.3... The reactants are S(=O)([O-])S(=O)[O-].[Na+].[Na+] (sodium dithionite), C([O-])([O-])=O.[K+].[K+] (potassium carbonate), C(C1=CC=CC=C1)OC1=CC=C2C(=C(C=NC2=C1)[N+](=O)[O-])NCC1OC(OC1)(C)C ((7-benzyloxy-3-nitro-quinolin-4-yl)[(2,2-dimethyl[1,3]dioxolan-4-yl)methyl]amine). The reagents and catalysts are CC[N+]1=CC=C(C=C1)C2=CC=[N+](C=C2)CC.[Br-].[Br-] (ethyl viologen dibromide). The solvent is O (water), O (water), ClCCl (dichloromethane), O (water). Run at time 8 hour. Yields the product C(C1=CC=CC=C1)OC1=CC=C2C(=C(C=NC2=C1)N)NCC1OC(OC1)(C)C (7-benzyloxy-N4-[(2,2-dimethyl[1,3]dioxolan-4-yl)methyl]quinoline-3,4-diamine). The yield is 100.0%. RXN SMILES: S(S([O-])=O)([O-])=O.[Na+].[Na+].C(=O)([O-])[O-].[K+].[K+].[CH2:15]([O:22][C:23]1[CH:32]=[C:31]2[C:26]([C:27]([NH:36][CH2:37][CH:38]3[CH2:42][O:41][C:40]([CH3:44])([CH3:43])[O:39]3)=[C:28]([N+:33]([O-])=O)[CH:29]=[N:30]2)=[CH:25][CH:24]=1)[C:16]1[CH:21]=[CH:20][CH:19]=[CH:18][CH:17]=1>O.ClCCl.CC[N+]1C=CC(C2C=C[N+](CC)=CC=2)=CC=1.[Br-].[Br-]>[CH2:15]([O:22][C:23]1[CH:32]=[C:31]2[C:26]([C:27]([NH:36][CH2:37][CH:38]3[CH2:42][O:41][C:40]([CH3:44])([CH3:43])[O:39]3)=[C:28]([NH2:33])[CH:29]=[N:30]2)=[CH:25][CH:24]=1)[C:16]1[CH:17]=[CH:18][CH:19]=[CH:20][CH:21]=1 |f:0.1.2,3.4.5,9.10.11|. Procedure details: A solution of sodium dithionite (85% pure, 135.07 g, 659.42 mmol) and potassium carbonate (101.27 g, 732.73 mmol) in water (450 mL) was added dropwise to a mechanically stirred mixture of ethyl viologen dibromide (1.1 g, 2.93 mmol) and (7-benzyloxy-3-nitro-quinolin-4-yl)[(2,2-dimethyl[1,3]dioxolan-4-yl)methyl]amine (60.0 g, 146.54 mmol) in dichloromethane (500 mL) and water (50 mL). The reaction mixture was stirred at ambient temperature overnight and then diluted with water (600 mL) and stirred...